From a dataset of the Open Reaction Database (ORD), a public repository of structured organic reaction records. describe an organic reaction: reactants, conditions, products, and yield Reported procedure: The title compound, MS: m/e=617.0 (M+H+), was prepared in accordance with the general method of example 71 from 8-(3,5-bis-trifluoromethyl-benzoyl)-1-(2-chloro-phenyl)-1,3,8-triaza-spiro[4.5]decan-4-one and 4-chloromethyl-2-methylthiazole hydrochloride. Yields the product FC(C=1C=C(C(=O)N2CCC3(C(N(CN3C3=C(C=CC=C3)Cl)CC=3N=C(SC3)C)=O)CC2)C=C(C1)C(F)(F)F)(F)F (8-(3,5 -Bis-trifluoromethyl-benzoyl)-1-(2-chloro-phenyl)-3-(2-methyl-thiazol-4-ylmethyl)-1,3,8-triaza-spiro[4.5]decan-4-one). Reaction SMILES: [F:1][C:2]([F:34])([F:33])[C:3]1[CH:4]=[C:5]([CH:26]=[C:27]([C:29]([F:32])([F:31])[F:30])[CH:28]=1)[C:6]([N:8]1[CH2:25][CH2:24][C:11]2([N:15]([C:16]3[CH:21]=[CH:20][CH:19]=[CH:18][C:17]=3[Cl:22])[CH2:14][NH:13][C:12]2=[O:23])[CH2:10][CH2:9]1)=[O:7].Cl.Cl[CH2:37][C:38]1[N:39]=[C:40]([CH3:43])[S:41][CH:42]=1>>[F:32][C:29]([F:31])([F:30])[C:27]1[CH:26]=[C:5]([CH:4]=[C:3]([C:2]([F:1])([F:33])[F:34])[CH:28]=1)[C:6]([N:8]1[CH2:9][CH2:10][C:11]2([N:15]([C:16]3[CH:21]=[CH:20][CH:19]=[CH:18][C:17]=3[Cl:22])[CH2:14][N:13]([CH2:37][C:38]3[N:39]=[C:40]([CH3:43])[S:41][CH:42]=3)[C:12]2=[O:23])[CH2:24][CH2:25]1)=[O:7] |f:1.2|. Reactants: FC(C=1C=C(C(=O)N2CCC3(C(NCN3C3=C(C=CC=C3)Cl)=O)CC2)C=C(C1)C(F)(F)F)(F)F (8-(3,5-bis-trifluoromethyl-benzoyl)-1-(2-chloro-phenyl)-1,3,8-triaza-spiro[4.5]decan-4-one), Cl.ClCC=1N=C(SC1)C (4-chloromethyl-2-methylthiazole hydrochloride). Reactants: ClC=1C=C(C=C(C1)C1(CCC1)C#N)[C@H](CC(=O)OCC)NC(CNC(C1=CC(=CC(=C1)NC=1NCC(CN1)O)O)=O)=O ((3S)-ethyl 3-(3-chloro-5-(1-cyanocyclobutyl)phenyl)-3-(2-(3-hydroxy-5-((5-hydroxy-1,4,5,6-tetrahydropyrimidin-2-yl)amino)benzamido)acetamido)propanoate), O.[OH-].[Li+] (lithium hydroxide monohydrate), ClCCl (dichloromethane). Solvent: C(C)#N.O (acetonitrile water), O (water). Reaction conditions: time 16 hour. The product is ClC=1C=C(C=C(C1)C1(CCC1)C#N)[C@H](CC(=O)O)NC(CNC(C1=CC(=CC(=C1)NC=1NCC(CN1)O)O)=O)=O ((3S)-3-(3-chloro-5-(1-cyanocyclobutyl)phenyl)-3-(2-(3-hydroxy-5-((5-hydroxy-1,4,5,6-tetrahydropyrimidin-2-yl)amino)benzamido)acetamido)propanoic acid). RXN SMILES: [Cl:1][C:2]1[CH:3]=[C:4]([C@@H:14]([NH:21][C:22](=[O:42])[CH2:23][NH:24][C:25](=[O:41])[C:26]2[CH:31]=[C:30]([NH:32][C:33]3[NH:34][CH2:35][CH:36]([OH:39])[CH2:37][N:38]=3)[CH:29]=[C:28]([OH:40])[CH:27]=2)[CH2:15][C:16]([O:18]CC)=[O:17])[CH:5]=[C:6]([C:8]2([C:12]#[N:13])[CH2:11][CH2:10][CH2:9]2)[CH:7]=1.O.[OH-].[Li+].ClCCl>C(#N)C.O.O>[Cl:1][C:2]1[CH:3]=[C:4]([C@@H:14]([NH:21][C:22](=[O:42])[CH2:23][NH:24][C:25](=[O:41])[C:26]2[CH:31]=[C:30]([NH:32][C:33]3[NH:38][CH2:37][CH:36]([OH:39])[CH2:35][N:34]=3)[CH:29]=[C:28]([OH:40])[CH:27]=2)[CH2:15][C:16]([OH:18])=[O:17])[CH:5]=[C:6]([C:8]2([C:12]#[N:13])[CH2:11][CH2:10][CH2:9]2)[CH:7]=1 |f:1.2.3,5.6|. Procedure details: To a suspension of (3S)-ethyl 3-(3-chloro-5-(1-cyanocyclobutyl)phenyl)-3-(2-(3-hydroxy-5-((5-hydroxy-1,4,5,6-tetrahydropyrimidin-2-yl)amino)benzamido)acetamido)propanoate (from step 2 above) (1.006 mmol, crude residue) in a mixture of acetonitrile/water (1:1) (6 mL) was added lithium hydroxide monohydrate (212 mg, 5.052 mmol) and the reaction mixture was stirred at room temperature overnight (16 h). The solvent was evaporated in vacuo to afford a yellow-orange viscous residue. The residue was di... The reactants are FC(F)(F)c1ccccc1CBr, CN(C)C=O, [K+], [K+], O=C([O-])[O-], COC(=O)c1sc(-n2cnc3cnc(C(=O)NCCN4CCOCC4)cc32)cc1O. Yields the product COC(=O)c1sc(-n2cnc3cnc(C(=O)NCCN4CCOCC4)cc32)cc1OCc1ccccc1C(F)(F)F. Reaction SMILES: [Br:37][CH2:38][c:39]1[c:40]([C:45]([F:46])([F:47])[F:48])[cH:41][cH:42][cH:43][cH:44]1.[CH3:49][N:50]([CH3:51])[CH:52]=[O:53].[K+:31].[K+:32].[O-:33][C:34]([O-:35])=[O:36].[OH:1][c:2]1[c:3]([C:27](=[O:28])[O:29][CH3:30])[s:4][c:5](-[n:7]2[cH:8][n:9][c:10]3[cH:11][n:12][c:13]([C:16]([NH:17][CH2:18][CH2:19][N:20]4[CH2:21][CH2:22][O:23][CH2:24][CH2:25]4)=[O:26])[cH:14][c:15]23)[cH:6]1>>[O:1]([c:2]1[c:3]([C:27](=[O:28])[O:29][CH3:30])[s:4][c:5](-[n:7]2[cH:8][n:9][c:10]3[cH:11][n:12][c:13]([C:16]([NH:17][CH2:18][CH2:19][N:20]4[CH2:21][CH2:22][O:23][CH2:24][CH2:25]4)=[O:26])[cH:14][c:15]23)[cH:6]1)[CH2:38][c:39]1[c:40]([C:45]([F:46])([F:47])[F:48])[cH:41][cH:42][cH:43][cH:44]1. The reactants are O=C([O-])[O-], CCOC(=O)C(C)(C)CCCCC(Br)c1ccccc1Cl, [K+], [K+], CN(C)C=O, c1cc2c(o1)CCNC2. Yields the product CCOC(=O)C(C)(C)CCCCC(c1ccccc1Cl)N1CCc2occc2C1. As a reaction SMILES: [C:31](=[O:32])([O-:33])[O-:34].[CH2:10]([CH3:11])[O:12][C:13]([C:14]([CH2:15][CH2:16][CH2:17][CH2:18][CH:19]([c:20]1[c:21]([Cl:26])[cH:22][cH:23][cH:24][cH:25]1)[Br:27])([CH3:28])[CH3:29])=[O:30].[K+:35].[K+:36].[O:37]=[CH:38][N:39]([CH3:40])[CH3:41].[o:1]1[cH:2][cH:3][c:4]2[c:9]1[CH2:8][CH2:7][NH:6][CH2:5]2>>[o:1]1[cH:2][cH:3][c:4]2[c:9]1[CH2:8][CH2:7][N:6]([CH:19]([CH2:18][CH2:17][CH2:16][CH2:15][C:14]([C:13]([O:12][CH2:10][CH3:11])=[O:30])([CH3:28])[CH3:29])[c:20]1[c:21]([Cl:26])[cH:22][cH:23][cH:24][cH:25]1)[CH2:5]2. Reactants: O (water), N1=CC=C(C=C1)N1CCNCC1 (4-(4-pyridyl)piperazine), FC1=CC=C(C(=O)OCC)C=C1 (ethyl 4-fluorobenzoate), C([O-])([O-])=O.[K+].[K+] (potassium carbonate). The solvent is CS(=O)C (dimethylsulphoxide). Run at time 30 minute. Product: N1=CC=C(C=C1)N1CCN(CC1)C1=CC=C(C(=O)OCC)C=C1 (ethyl 4-[4-(4-pyridyl)-1-piperazinyl]benzoate). As a reaction SMILES: [N:1]1[CH:6]=[CH:5][C:4]([N:7]2[CH2:12][CH2:11][NH:10][CH2:9][CH2:8]2)=[CH:3][CH:2]=1.F[C:14]1[CH:24]=[CH:23][C:17]([C:18]([O:20][CH2:21][CH3:22])=[O:19])=[CH:16][CH:15]=1.C(=O)([O-])[O-].[K+].[K+].O>CS(C)=O>[N:1]1[CH:6]=[CH:5][C:4]([N:7]2[CH2:8][CH2:9][N:10]([C:14]3[CH:24]=[CH:23][C:17]([C:18]([O:20][CH2:21][CH3:22])=[O:19])=[CH:16][CH:15]=3)[CH2:11][CH2:12]2)=[CH:3][CH:2]=1 |f:2.3.4|. Reported procedure: A solution of 4-(4-pyridyl)piperazine (9.78 g), ethyl 4-fluorobenzoate (9.7 ml) and powdered potassium carbonate (9.9 g) in dried dimethylsulphoxide (60 ml) was heated at 95° C. for 18 hours. The mixture was poured into water (1200 ml) and stirred for 30 minutes. The precipitate was filtered off, washed with water and dried. The solid was purified by flash column chromatography on alumina (ICN alumina N32-63) using 1% methanol/dichloromethane as eluent, to give ethyl 4-[4-(4-pyridyl)-1-piperazin... Reactants: C=O, COC(=O)CC(C)NCc1ccccc1, [Na+], N#C[Na], O, O=S([O-])O. Product: COC(=O)CC(C)N(CC#N)Cc1ccccc1. As a reaction SMILES: [CH2:6]=[O:7].[CH3:8][O:9][C:10]([CH2:11][CH:12]([CH3:13])[NH:14][CH2:15][c:16]1[cH:17][cH:18][cH:19][cH:20][cH:21]1)=[O:22].[Na+:5].[Na:23][C:24]#[N:25].[OH2:26].[S:1](=[O:2])([OH:3])[O-:4]>>[CH2:6]([N:14]([CH:12]([CH2:11][C:10]([O:9][CH3:8])=[O:22])[CH3:13])[CH2:15][c:16]1[cH:17][cH:18][cH:19][cH:20][cH:21]1)[C:24]#[N:25]. Yields the product BrC1=CC=C2CCC(C2=C1)=O (6-bromo-2,3-dihydro-1H-inden-1-one). Reaction SMILES: S(Cl)(=O)(=O)O.[Br:6][C:7]1[CH:12]=[CH:11][C:10]([CH2:13][CH2:14][C:15]([OH:17])=O)=[CH:9][CH:8]=1>O>[Br:6][C:7]1[CH:8]=[C:9]2[C:10]([CH2:13][CH2:14][C:15]2=[O:17])=[CH:11][CH:12]=1. Starting materials: S(O)(=O)(=O)Cl (chlorosulfuric acid), BrC1=CC=C(C=C1)CCC(=O)O (3-(4-bromophenyl)propanoic acid). Procedure details: To chlorosulfuric acid (1.19 L) was added 3-(4-bromophenyl)propanoic acid (91.1 g) under ice cooling and the mixture was stirred for 2 hours. To H2O (2.00 L), the reaction mixture was slowly added under ice cooling, and extracted 6 times with CHCl3. The combined organic layers were washed with a saturated aqueous NaHCO3 solution, dried over Na2SO4 and concentrated under reduced pressure. To the resultant residue, MeOH was added and the mixture was heated to reflux for 30 minutes. A solid substan... Conditions: time 2 hour. Run in O (H2O). Reactants: C(C)(=O)OCC (ethyl acetate), [N+](=O)([O-])C1=CC=C(C(=O)Cl)C=C1 (4-Nitrobenzoyl chloride), C(C1=CC=CC=C1)OC(C[C@]1(CC(=NO1)C1=CC(=CC=C1)O)C(=O)OCC1=CC=CC=C1)=O (benzyl (5R)-5-(2-(benzyloxy)-2-oxoethyl)-3-(3-hydroxyphenyl)-4,5-dihydro-1,2-oxazole-5-carboxylate), C(C)(=O)OCC (ethyl acetate), Cl (hydrochloric acid). Run in O (water), N1=CC=CC=C1 (pyridine). Reaction conditions: time 1.5 hour. Yields the product C(C1=CC=CC=C1)OC(C[C@]1(CC(=NO1)C1=CC(=CC=C1)OC(C1=CC=C(C=C1)[N+](=O)[O-])=O)C(=O)OCC1=CC=CC=C1)=O (Benzyl (5R)-5-(2-(benzyloxy)-2-oxoethyl)-3-(3-((4-nitrobenzoyl)oxy)phenyl)-4,5-dihydro-1,2-oxazole-5-carboxylate). Yield: 98.1%. RXN SMILES: [N+:1]([C:4]1[CH:12]=[CH:11][C:7]([C:8](Cl)=[O:9])=[CH:6][CH:5]=1)([O-:3])=[O:2].[CH2:13]([O:20][C:21](=[O:45])[CH2:22][C@:23]1([C:35]([O:37][CH2:38][C:39]2[CH:44]=[CH:43][CH:42]=[CH:41][CH:40]=2)=[O:36])[O:27][N:26]=[C:25]([C:28]2[CH:33]=[CH:32][CH:31]=[C:30]([OH:34])[CH:29]=2)[CH2:24]1)[C:14]1[CH:19]=[CH:18][CH:17]=[CH:16][CH:15]=1.C(OCC)(=O)C.Cl>N1C=CC=CC=1.O>[CH2:13]([O:20][C:21](=[O:45])[CH2:22][C@:23]1([C:35]([O:37][CH2:38][C:39]2[CH:40]=[CH:41][CH:42]=[CH:43][CH:44]=2)=[O:36])[O:27][N:26]=[C:25]([C:28]2[CH:33]=[CH:32][CH:31]=[C:30]([O:34][C:8](=[O:9])[C:7]3[CH:6]=[CH:5][C:4]([N+:1]([O-:3])=[O:2])=[CH:12][CH:11]=3)[CH:29]=2)[CH2:24]1)[C:14]1[CH:19]=[CH:18][CH:17]=[CH:16][CH:15]=1. Procedure: 4-Nitrobenzoyl chloride (105 g) was added in small portions to a solution of benzyl (5R)-5-(2-(benzyloxy)-2-oxoethyl)-3-(3-hydroxyphenyl)-4,5-dihydro-1,2-oxazole-5-carboxylate (126 g) in pyridine (380 mL) at 20 C. The obtained mixture was stirred at room temperature for 1.5 hours. To the reaction mixture, ethyl acetate (650 mL) and 1 M hydrochloric acid (1300 mL) were added at 0 C, and then, ethyl acetate (1300 mL) and water (260 mL) were added. The organic layer was separated, and the aqueous l... The reactants are FC1=CC=C2C(=CNC2=C1)C=C1C(N(C2=C(N3C(=NN=C13)C1=CC=CC=C1)C=CC=C2)CC(=O)N(C=2C=NC(=CC2)OC)C(C)C)=O (2-[4-(6-fluoro-1H-indol-3-ylmethylene)-5-oxo-1-phenyl-4,5-dihydro-2,3,6,10b-tetraaza-benzo[e]azulen-6-yl]-N-isopropyl-N-(6-methoxy-pyridin-3-yl)-acetamide), C(=O)[O-].[NH4+] (ammonium formate). The reagents and catalysts are [Pd] (palladium on charcoal). Solvent: CO (MeOH). Product: FC1=CC=C2C(=CNC2=C1)CC1C(N(C2=C(N3C(=NN=C13)C1=CC=CC=C1)C=CC=C2)CC(=O)N(C=2C=NC(=CC2)OC)C(C)C)=O (2-[4-(6-fluoro-1H-indol-3-ylmethyl)-5-oxo-1-phenyl-4,5-dihydro-2,3,6,10b-tetraaza-benzo[e]azulen-6-yl]-N-isopropyl-N-(6-methoxy-pyridin-3-yl)-acetamide). Isolated yield 69.3%. RXN SMILES: [F:1][C:2]1[CH:10]=[C:9]2[C:5]([C:6]([CH:11]=[C:12]3[C:21]4[N:17]([C:18]([C:22]5[CH:27]=[CH:26][CH:25]=[CH:24][CH:23]=5)=[N:19][N:20]=4)[C:16]4[CH:28]=[CH:29][CH:30]=[CH:31][C:15]=4[N:14]([CH2:32][C:33]([N:35]([CH:44]([CH3:46])[CH3:45])[C:36]4[CH:37]=[N:38][C:39]([O:42][CH3:43])=[CH:40][CH:41]=4)=[O:34])[C:13]3=[O:47])=[CH:7][NH:8]2)=[CH:4][CH:3]=1.C([O-])=O.[NH4+]>CO.[Pd]>[F:1][C:2]1[CH:10]=[C:9]2[C:5]([C:6]([CH2:11][CH:12]3[C:21]4[N:17]([C:18]([C:22]5[CH:23]=[CH:24][CH:25]=[CH:26][CH:27]=5)=[N:19][N:20]=4)[C:16]4[CH:28]=[CH:29][CH:30]=[CH:31][C:15]=4[N:14]([CH2:32][C:33]([N:35]([CH:44]([CH3:45])[CH3:46])[C:36]4[CH:37]=[N:38][C:39]([O:42][CH3:43])=[CH:40][CH:41]=4)=[O:34])[C:13]3=[O:47])=[CH:7][NH:8]2)=[CH:4][CH:3]=1 |f:1.2|. Procedure details: To a solution of 2-[4-(6-fluoro-1H-indol-3-ylmethylene)-5-oxo-1-phenyl-4,5-dihydro-2,3,6,10b-tetraaza-benzo[e]azulen-6-yl]-N-isopropyl-N-(6-methoxy-pyridin-3-yl)-acetamide (158 mg, 0.252 mmol) in MeOH (20 mL) was added ammonium formate (463 mg, 7.34 mmol) and 10% palladium on charcoal (112 mg). The reaction was heated at reflux for 24 hours. The suspension was filtered hot, rinsing with 10% MeOH in CH2Cl2 (3×) and with CH2Cl2 (3×). The combined organic filtrates were concentrated and the residue... The reactants are CN1C(=CC2=CC(=CC=C12)C)C(=O)OCC (ethyl 1,5-dimethyl-indole-2-carboxylate), S(=O)(Cl)Cl (thionyl chloride), ClC=1C(N(C2=CC=C(C(C12)=S=O)C)C)C(=O)OCC (ethyl 3-chloro-sulfinyl-1,5-dimethyl-indole-2-carboxylate), N (ammonia). The solvent is CCOCC (ether). Yields the product NS(=O)C1=C(N(C2=CC=C(C=C12)C)C)C(=O)OCC (ethyl 3-aminosulfinyl-1,5-dimethyl-indole-2-carboxylate). Yield: 61.0%. As a reaction SMILES: [CH3:1][N:2]1[C:10]2[C:5](=[CH:6][C:7]([CH3:11])=[CH:8][CH:9]=2)[CH:4]=[C:3]1[C:12]([O:14][CH2:15][CH3:16])=[O:13].[S:17](Cl)(Cl)=[O:18].ClC1C(C(OCC)=O)[N:24](C)C2C=1C(=S=O)C(C)=CC=2.N>CCOCC>[NH2:24][S:17]([C:4]1[C:5]2[C:10](=[CH:9][CH:8]=[C:7]([CH3:11])[CH:6]=2)[N:2]([CH3:1])[C:3]=1[C:12]([O:14][CH2:15][CH3:16])=[O:13])=[O:18]. Reported procedure: 10.0 gm (51 millimols) of ethyl 1,5-dimethyl-indole-2-carboxylate were reacted analogous to Example 18(b) with 28 ml of thionyl chloride, and the thus obtained yellow crystals (ethyl 3-chloro-sulfinyl-1,5-dimethyl-indole-2-carboxylate) was reacted with a solution of ammonia in ether at -70° C. to yield 8.8 gm (61% of theory) of ethyl 3-aminosulfinyl-1,5-dimethyl-indole-2-carboxylate; M.p.: 118° C.